Dataset: the Open Reaction Database (ORD), a public repository of structured organic reaction records. Task: describe an organic reaction: reactants, conditions, products, and yield Starting materials: ClC1=CC=C(OC(C(C(C)(C)C)O)N2C=NC=C2)C=C1 (1-(4-chlorophenoxy)-1-imidazol-1-yl-3,3-dimethyl-butan-2-ol), C(C)(=O)[O-].[Na+] (sodium acetate), ice water. The solvent is C(C)(=O)OC(C)=O (acetic anhydride). Conditions: time 8 hour. The product is C(C)(=O)OC(C(N1C=NC=C1)OC1=CC=C(C=C1)Cl)C(C)(C)C (2-acetoxy-1-(4-chlorophenoxy)-1-imidazol-1-yl-3,3-dimethylbutane). Yield: 730.7%. As a reaction SMILES: [Cl:1][C:2]1[CH:20]=[CH:19][C:5]([O:6][CH:7]([N:14]2[CH:18]=[CH:17][N:16]=[CH:15]2)[CH:8]([OH:13])[C:9]([CH3:12])([CH3:11])[CH3:10])=[CH:4][CH:3]=1.[C:21]([O-])(=[O:23])[CH3:22].[Na+]>C(OC(=O)C)(=O)C>[C:21]([O:13][CH:8]([C:9]([CH3:11])([CH3:12])[CH3:10])[CH:7]([O:6][C:5]1[CH:4]=[CH:3][C:2]([Cl:1])=[CH:20][CH:19]=1)[N:14]1[CH:18]=[CH:17][N:16]=[CH:15]1)(=[O:23])[CH3:22] |f:1.2|. Procedure: 8.0 g (0.027 mol) of 1-(4-chlorophenoxy)-1-imidazol-1-yl-3,3-dimethyl-butan-2-ol are heated in 40 ml of acetic anhydride with 0.15 g of sodium acetate for 10 hours at 100° C. The solution is then cooled and stirred into 400 ml of ice water, the temperature being kept at 20°-25° C. The mixture is left to stand overnight. A smeary crystalline mass precipitates out and is taken up in chloroform. The chloroform solution is washed several times with water and sodium bicarbonate solution, dried over s... Reactants: BrC1=CC=C(C=C1)[C@@H](CC(=O)C1=CC(=NC=C1)C)C1=C(C=CC=C1)C ((R)-3-(4-Bromo-phenyl)-1-(2-methyl-pyridin-4-yl)-3-o-tolyl-propan-1-one), tetrakis-triphenylphosphine palladium(0), C(#C)[Si](C)(C)C (ethynyltrimethylsilane), O (water), COC(C)(C)C (tert-butyl methyl ether). Solvent: N1CCCCC1 (piperidine). Reaction conditions: temperature 50 celsius, time 8 hour. The product is CC1=NC=CC(=C1)C(C[C@H](C1=CC=C(C=C1)C#C[Si](C)(C)C)C1=C(C=CC=C1)C)=O ((R)-1-(2-Methyl-pyridin-4-yl)-3-o-tolyl-3-(4-trimethylsilanylethynyl-phenyl)-propan-1-one). Yield: 61.0%. Reaction SMILES: Br[C:2]1[CH:7]=[CH:6][C:5]([C@H:8]([C:19]2[CH:24]=[CH:23][CH:22]=[CH:21][C:20]=2[CH3:25])[CH2:9][C:10]([C:12]2[CH:17]=[CH:16][N:15]=[C:14]([CH3:18])[CH:13]=2)=[O:11])=[CH:4][CH:3]=1.[C:26]([Si:28]([CH3:31])([CH3:30])[CH3:29])#[CH:27].O.COC(C)(C)C>N1CCCCC1>[CH3:18][C:14]1[CH:13]=[C:12]([C:10](=[O:11])[CH2:9][C@@H:8]([C:19]2[CH:24]=[CH:23][CH:22]=[CH:21][C:20]=2[CH3:25])[C:5]2[CH:6]=[CH:7][C:2]([C:27]#[C:26][Si:28]([CH3:31])([CH3:30])[CH3:29])=[CH:3][CH:4]=2)[CH:17]=[CH:16][N:15]=1. Procedure: To a solution of (R)-3-(4-bromo-phenyl)-1-(2-methyl-pyridin-4-yl)-3-o-tolyl-propan-1-one (example 142, step 2, 150 mg) in piperidine (3 mL) were added under argon copper(I) iodide (3.6 mg) and tetrakis-triphenylphosphine palladium(0) (22 mg). The reaction mixture was heated at 50° C. and ethynyltrimethylsilane (480 μL) was added. The reaction mixture was stirred at 50° C. overnight. water and tert-butyl methyl ether were added, the phases were separated and the inorganic one was extracted with t... Starting materials: CCCCCC(C)C(C)c1cc(O)c2c(c1)OC(C)(C)C1=C2CN(C#N)CC1, CN(C)C=O, Cl, NO, [Na+], [Na+], O=C([O-])[O-]. RXN SMILES: [C:1](#[N:2])[N:3]1[CH2:4][CH2:5][C:6]2=[C:7]([CH2:8]1)[c:9]1[c:10]([cH:15][c:16]([CH:20]([CH:21]([CH2:22][CH2:23][CH2:24][CH2:25][CH3:26])[CH3:27])[CH3:28])[cH:17][c:18]1[OH:19])[O:11][C:12]2([CH3:13])[CH3:14].[CH3:38][N:39]([CH3:40])[CH:41]=[O:42].[ClH:29].[NH2:30][OH:31].[Na+:32].[Na+:33].[O-:34][C:35](=[O:36])[O-:37]>>[C:1]([NH2:2])([N:3]1[CH2:4][CH2:5][C:6]2=[C:7]([CH2:8]1)[c:9]1[c:10]([cH:15][c:16]([CH:20]([CH:21]([CH2:22][CH2:23][CH2:24][CH2:25][CH3:26])[CH3:27])[CH3:28])[cH:17][c:18]1[OH:19])[O:11][C:12]2([CH3:13])[CH3:14])=[N:30][OH:31]. Product: CCCCCC(C)C(C)c1cc(O)c2c(c1)OC(C)(C)C1=C2CN(C(N)=NO)CC1. As a reaction SMILES: [N:1]1[S:5][N:4]=[C:3]2[C:6]([S:10]([NH:13][C:14]3[CH:22]=[C:21]([Cl:23])[CH:20]=[CH:19][C:15]=3[C:16]([OH:18])=O)(=[O:12])=[O:11])=[CH:7][CH:8]=[CH:9][C:2]=12.Cl.[NH2:25][C@H:26]([CH3:36])[C@H:27]([C:29]1[CH:34]=[CH:33][C:32]([Cl:35])=[CH:31][CH:30]=1)[OH:28]>>[N:1]1[S:5][N:4]=[C:3]2[C:6]([S:10]([NH:13][C:14]3[CH:22]=[C:21]([Cl:23])[CH:20]=[CH:19][C:15]=3[C:16]([NH:25][C@H:26]([CH3:36])[C@H:27]([C:29]3[CH:34]=[CH:33][C:32]([Cl:35])=[CH:31][CH:30]=3)[OH:28])=[O:18])(=[O:11])=[O:12])=[CH:7][CH:8]=[CH:9][C:2]=12 |f:1.2|. Yields the product N1=C2C(=NS1)C(=CC=C2)S(=O)(=O)NC2=C(C(=O)N[C@@H]([C@@H](O)C1=CC=C(C=C1)Cl)C)C=CC(=C2)Cl (2-(Benzo[1,2,5]thiadiazole-4-sulfonylamino)-4-chloro-N-[(1R,2S)-2-(4-chloro-phenyl)-2-hydroxy-1-methyl-ethyl]-benzamide). Reactants: N1=C2C(=NS1)C(=CC=C2)S(=O)(=O)NC2=C(C(=O)O)C=CC(=C2)Cl (2-(Benzo[1,2,5]-thiadiazole-4-sulfonylamino)-4-chlorobenzoic acid), Cl.N[C@@H]([C@@H](O)C1=CC=C(C=C1)Cl)C ((1S,2R)-2-amino-1-(4-chloro-phenyl)-propan-1-ol hydrochloride). Procedure details: 2-(Benzo[1,2,5]-thiadiazole-4-sulfonylamino)-4-chlorobenzoic acid was coupled with (1S,2R)-2-amino-1-(4-chloro-phenyl)-propan-1-ol hydrochloride as in EXAMPLE 1, Part C. HPLC: RT=10.17 min. MS (ESI−): mass calcd. for C22H18Cl2N4O4S2, 536.01; m/z found, 535/537 [M−H]−. 1H NMR (400 MHz, CDCl3): 11.64 (s, 1H), 8.39 (dd, J=7.0, 1.0, 1H), 8.23 (dd, J=8.8, 1.0, 1H), 7.73 (dd, J=8.8, 7.0, 1H), 7.72 (d, J=2.0, 1H), 7.38-7.33 (m, 2H), 7.33-7.28 (m, 2H), 7.24 (d, J=8.5, 1H), 6.95 (dd, J=8.4, 2.0, 1H), 6.2...